From a dataset of the Open Reaction Database (ORD), a public repository of structured organic reaction records. describe an organic reaction: reactants, conditions, products, and yield Reactants: N#N (N2), [Li+].[Br-] (LiBr), C(C)(C)(C)OC(=O)N1[C@@H](CN([C@H](C1)CO)CC(=O)N1CC(C2=CC=C(C=C12)Cl)(C)C)C ((2R,5R)-4-[2-(6-chloro-3,3-dimethyl-2,3-dihydro-indol-1-yl)-2-oxo-ethyl]-5-hydroxymethyl-2-methyl-piperazine-1-carboxylic acid tert-butyl ester), [Br-].C(C1=CC=CC=C1)[Zn+] (benzylzinc bromide). Reagents/catalysts: C(C)(C)N1C(N(C=C1)C(C)C)=[Pd-3](C1=NC=CC=C1Cl)(Cl)Cl ((1,3-diisopropylimidazol-2-ylidene)(3-chloropyridyl)palladium (II) dichloride). Run in C1CCOC1.CN1CCCC1=O (THF NMP), C1CCOC1 (THF), CO (MeOH). Conditions: time 18 hour. Yields the product C(C)(C)(C)OC(=O)N1[C@@H](CN([C@H](C1)CO)CC(=O)N1CC(C2=CC=C(C=C12)CC1=CC=CC=C1)(C)C)C ((2R,5R)-4-[2-(6-Benzyl-3,3-dimethyl-2,3-dihydro-indol-1-yl)-2-oxo-ethyl]-5-hydroxymethyl-2-methyl-piperazine-1-carboxylic acid tert-butyl ester). The yield is 12.7%. RXN SMILES: N#N.[Li+].[Br-].[C:5]([O:9][C:10]([N:12]1[CH2:17][C@H:16]([CH2:18][OH:19])[N:15]([CH2:20][C:21]([N:23]2[C:31]3[C:26](=[CH:27][CH:28]=[C:29](Cl)[CH:30]=3)[C:25]([CH3:34])([CH3:33])[CH2:24]2)=[O:22])[CH2:14][C@H:13]1[CH3:35])=[O:11])([CH3:8])([CH3:7])[CH3:6].[Br-].[CH2:37]([Zn+])[C:38]1[CH:43]=[CH:42][CH:41]=[CH:40][CH:39]=1>C1COCC1.CN1C(=O)CCC1.CO.C(N1C=CN(C(C)C)C1=[Pd-3](Cl)(Cl)C1C(Cl)=CC=CN=1)(C)C.C1COCC1>[C:5]([O:9][C:10]([N:12]1[CH2:17][C@H:16]([CH2:18][OH:19])[N:15]([CH2:20][C:21]([N:23]2[C:31]3[C:26](=[CH:27][CH:28]=[C:29]([CH2:37][C:38]4[CH:43]=[CH:42][CH:41]=[CH:40][CH:39]=4)[CH:30]=3)[C:25]([CH3:34])([CH3:33])[CH2:24]2)=[O:22])[CH2:14][C@H:13]1[CH3:35])=[O:11])([CH3:8])([CH3:7])[CH3:6] |f:1.2,4.5,6.7|. Procedure details: To a degassed (N2) solution of LiBr (20 mg, 0.2 mmol) and (1,3-diisopropylimidazol-2-ylidene)(3-chloropyridyl)palladium (II) dichloride (1.0 mg, 0.14 mmol) in anhydrous THF/NMP (1:1, 0.48 mL) was added a solution of (2R,5R)-4-[2-(6-chloro-3,3-dimethyl-2,3-dihydro-indol-1-yl)-2-oxo-ethyl]-5-hydroxymethyl-2-methyl-piperazine-1-carboxylic acid tert-butyl ester (65 mg, 0.14 mmol), THF (0.1 mL) and benzylzinc bromide (575 μL, 0.30 mmol). The reaction was stirred for 18 h and diluted with MeOH then lo... Starting materials: CC1(CC=2NC=3C=CC=C(C3C2C(C1)=O)C(=O)OC)C (methyl 2,2-dimethyl-4-oxo-2,3,4,9-tetrahydro-1H-carbazole-5-carboxylate), CI (methyl iodide), CN1C=2C=CC=C3C2C=2C(CCCC12)=NNC3=O (10-Methyl-2,3,5,10-tetrahydro-[1,2]diazepino[3,4,5,6-def]carbazol-6(1H)-one). Product: CC1(CC=2N(C=3C=CC=C4C3C2C(C1)=NNC4=O)C)C (2,2,10-trimethyl-2,3,5,10-tetrahydro-[1,2]diazepino[3,4,5,6-def]carbazol-6(1H)-one). RXN SMILES: [CH3:1][C:2]1([CH3:20])[CH2:14][C:13](=O)[C:12]2[C:11]3[C:10]([C:16](OC)=[O:17])=[CH:9][CH:8]=[CH:7][C:6]=3[NH:5][C:4]=2[CH2:3]1.[CH3:21]I.CN1C2CCCC3=[N:37][NH:38]C(=O)C4C(C=23)=C1C=CC=4>>[CH3:1][C:2]1([CH3:20])[CH2:14][C:13]2=[N:37][NH:38][C:16](=[O:17])[C:10]3[C:11]4[C:12]2=[C:4]([N:5]([CH3:21])[C:6]=4[CH:7]=[CH:8][CH:9]=3)[CH2:3]1. Procedure details: Compound 23 was prepared from methyl 2,2-dimethyl-4-oxo-2,3,4,9-tetrahydro-1H-carbazole-5-carboxylate and methyl iodide according to the procedures for Compound 22 under appropriate conditions recognized by one of ordinary skill in the art. 1H NMR (DMSO-d6) δ 9.86 (s, 1H), 7.42-7.53 (m, 2H), 7.12 (t, 1H, J=7.8 Hz), 3.66 (s, 3H), 2.67 (s, 2H), 2.20 (s, 2H), and 1.04 (s, 6H). MS (ESI) m/e [M+1]+ 268. Product: CC(C)CC(NCCc1ccc(-n2c(N)c(C(=O)c3ccc(F)cc3)ccc2=O)cc1)C(=O)OC1CCCC1. As a reaction SMILES: [CH:31]1([O:36][C:37]([CH:38]([NH2:39])[CH2:40][CH:41]([CH3:42])[CH3:43])=[O:44])[CH2:32][CH2:33][CH2:34][CH2:35]1.[NH2:1][c:2]1[c:3]([C:22]([c:23]2[cH:24][cH:25][c:26]([F:29])[cH:27][cH:28]2)=[O:30])[cH:4][cH:5][c:6](=[O:21])[n:7]1-[c:8]1[cH:9][cH:10][c:11]([CH2:14][CH2:15][O:16][S:17]([CH3:18])(=[O:19])=[O:20])[cH:12][cH:13]1>>[NH2:1][c:2]1[c:3]([C:22]([c:23]2[cH:24][cH:25][c:26]([F:29])[cH:27][cH:28]2)=[O:30])[cH:4][cH:5][c:6](=[O:21])[n:7]1-[c:8]1[cH:9][cH:10][c:11]([CH2:14][CH2:15][NH:39][CH:38]([C:37]([O:36][CH:31]2[CH2:32][CH2:33][CH2:34][CH2:35]2)=[O:44])[CH2:40][CH:41]([CH3:42])[CH3:43])[cH:12][cH:13]1. Starting materials: CC(C)CC(N)C(=O)OC1CCCC1, CS(=O)(=O)OCCc1ccc(-n2c(N)c(C(=O)c3ccc(F)cc3)ccc2=O)cc1. Reactants: CON=C(C(=O)NC1[C@@H]2N(C(=C(CS2)C=CC=2N=NC=CC2)C(=O)OC(C2=CC=CC=C2)C2=CC=CC=C2)C1=O)C=1N=C(SC1)NC=O (benzhydryl 7-[2-methoxyimino-2-(2-formamidothiazol-4-yl)acetamido]-3-[2-(3-pyridazinyl)vinyl]-3-cephem-4-carboxylate), C([O-])(O)=O.[Na+] (sodium bicarbonate), Cl (hydrochloric acid), resultant solution. The solvent is CO (methanol), O1CCCC1 (tetrahydrofuran). Product: CON=C(C(=O)NC1[C@@H]2N(C(=C(CS2)C=CC=2N=NC=CC2)C(=O)OC(C2=CC=CC=C2)C2=CC=CC=C2)C1=O)C=1N=C(SC1)N (benzhydryl 7-[2-methoxyimino-2-(2-aminothiazol-4-yl)acetamido]-3-[2-(3-pyridazinyl)vinyl]-3-cephem-4-carboxylate). Yield: 83.4%. RXN SMILES: [CH3:1][O:2][N:3]=[C:4]([C:41]1[N:42]=[C:43]([NH:46]C=O)[S:44][CH:45]=1)[C:5]([NH:7][CH:8]1[C:39](=[O:40])[N:10]2[C:11]([C:23]([O:25][CH:26]([C:33]3[CH:38]=[CH:37][CH:36]=[CH:35][CH:34]=3)[C:27]3[CH:32]=[CH:31][CH:30]=[CH:29][CH:28]=3)=[O:24])=[C:12]([CH:15]=[CH:16][C:17]3[N:18]=[N:19][CH:20]=[CH:21][CH:22]=3)[CH2:13][S:14][C@H:9]12)=[O:6].Cl.C(=O)(O)[O-].[Na+]>CO.O1CCCC1>[CH3:1][O:2][N:3]=[C:4]([C:41]1[N:42]=[C:43]([NH2:46])[S:44][CH:45]=1)[C:5]([NH:7][CH:8]1[C:39](=[O:40])[N:10]2[C:11]([C:23]([O:25][CH:26]([C:27]3[CH:28]=[CH:29][CH:30]=[CH:31][CH:32]=3)[C:33]3[CH:38]=[CH:37][CH:36]=[CH:35][CH:34]=3)=[O:24])=[C:12]([CH:15]=[CH:16][C:17]3[N:18]=[N:19][CH:20]=[CH:21][CH:22]=3)[CH2:13][S:14][C@H:9]12)=[O:6] |f:2.3|. Procedure details: To a solution of benzhydryl 7-[2-methoxyimino-2-(2-formamidothiazol-4-yl)acetamido]-3-[2-(3-pyridazinyl)vinyl]-3-cephem-4-carboxylate (syn isomer) (trans isomer) (0.85 g) in methanol (45 ml) and tetrahydrofuran (9 ml) was added conc.hydrochloric acid (0.56 ml) and the mixture was stirred at ambient temperature for 1.5 hours. The resultant solution was adjusted to pH 7.0 with 5% aqueous sodium bicarbonate and concentrated under reduced pressure. The residue was dissolved in ethyl acetate (150 ml)... The reactants are OC1=CC=C(C=C1)C(F)(F)F (p-Hydroxybenzotrifluoride), C([O-])([O-])=O.[K+].[K+] (potassium carbonate), ClC=1C=CC(=C(C(=O)OC)C1)[N+](=O)[O-] (methyl 5-chloro-2-nitrobenzoate). The solvent is CS(=O)C (dimethyl sulfoxide). Conditions: time 50 minute. The product is FC(C1=CC=C(OC=2C=CC(=C(C(=O)OC)C2)[N+](=O)[O-])C=C1)(F)F (methyl 5-(4-trifluoromethylphenoxy)-2-nitrobenzoate). Yield: 85.0%. RXN SMILES: [OH:1][C:2]1[CH:7]=[CH:6][C:5]([C:8]([F:11])([F:10])[F:9])=[CH:4][CH:3]=1.C(=O)([O-])[O-].[K+].[K+].Cl[C:19]1[CH:20]=[CH:21][C:22]([N+:29]([O-:31])=[O:30])=[C:23]([CH:28]=1)[C:24]([O:26][CH3:27])=[O:25]>CS(C)=O>[F:11][C:8]([F:9])([F:10])[C:5]1[CH:6]=[CH:7][C:2]([O:1][C:19]2[CH:20]=[CH:21][C:22]([N+:29]([O-:31])=[O:30])=[C:23]([CH:28]=2)[C:24]([O:26][CH3:27])=[O:25])=[CH:3][CH:4]=1 |f:1.2.3|. Procedure: p-Hydroxybenzotrifluoride (0.22 g, 1.36 mmol), powdered potassium carbonate (0.185 g, 1.34 mmol), and methyl 5-chloro-2-nitrobenzoate (0.288 g, 1.34 mmol) were heated at 70° C. under a nitrogen atmosphere in 3 ml of dimethyl sulfoxide. After 50 minutes, an aliquot was quenched in methanolic HCl. (By gas chromatography, the reaction is 45% complete.) After 18 hours (overnight), the reaction mixture was cooled to room temperature, diluted with water, and extracted with ether. The organic extracts ... Starting materials: CCI, CN(C)C=O, Nc1c(CC(=O)O)cccc1C(=O)c1ccccc1, [Na], O. The product is CCOC(=O)Cc1cccc(C(=O)c2ccccc2)c1N. RXN SMILES: [CH2:26]([CH3:27])[I:28].[CH3:21][N:22]([CH3:23])[CH:24]=[O:25].[NH2:2][c:3]1[c:4]([CH2:17][C:18](=[O:19])[OH:20])[cH:5][cH:6][cH:7][c:8]1[C:9]([c:10]1[cH:11][cH:12][cH:13][cH:14][cH:15]1)=[O:16].[Na:1].[OH2:29]>>[NH2:2][c:3]1[c:4]([CH2:17][C:18](=[O:19])[O:20][CH2:26][CH3:27])[cH:5][cH:6][cH:7][c:8]1[C:9]([c:10]1[cH:11][cH:12][cH:13][cH:14][cH:15]1)=[O:16]. Starting materials: CCOC(=O)c1c(C)nc2cccc(OCC(C)(C)C(=O)O)c2c1N, NC1CCCCC1. Yields the product CCOC(=O)c1c(C)nc2cccc(OCC(C)(C)C(=O)NC3CCCCC3)c2c1N. Reaction SMILES: [NH2:1][c:2]1[c:3]([C:21](=[O:22])[O:23][CH2:24][CH3:25])[c:4]([CH3:20])[n:5][c:6]2[cH:7][cH:8][cH:9][c:10]([O:12][CH2:13][C:14]([C:15](=[O:16])[OH:17])([CH3:18])[CH3:19])[c:11]12.[NH2:26][CH:27]1[CH2:28][CH2:29][CH2:30][CH2:31][CH2:32]1>>[NH2:1][c:2]1[c:3]([C:21](=[O:22])[O:23][CH2:24][CH3:25])[c:4]([CH3:20])[n:5][c:6]2[cH:7][cH:8][cH:9][c:10]([O:12][CH2:13][C:14]([C:15](=[O:16])[NH:26][CH:27]3[CH2:28][CH2:29][CH2:30][CH2:31][CH2:32]3)([CH3:18])[CH3:19])[c:11]12.